This data is from the Open Reaction Database (ORD), a public repository of structured organic reaction records. The task is: describe an organic reaction: reactants, conditions, products, and yield The reactants are [BH4-].[Na+] (sodium tetrahydroborate), C(C)(C)(C)OC(=O)NCC=1N(C(C2=CC=C(C=C2C1C1=CC=CC=C1)C(=O)O)=O)CC(C)C (3-[[(tert-butoxycarbonyl)amino]methyl]-2-isobutyl-1-oxo-4-phenyl-1,2-dihydro-6-isoquinolinecarboxylic acid), CN1CCOCC1 (N-methylmorpholine), ClC(=O)OCC (ethyl chloroformate). The solvent is CO (methanol), O1CCCC1 (tetrahydrofuran), O (water). Reaction conditions: temperature 0 celsius, time 10 minute. The product is C(C)(C)(C)OC(NCC=1N(C(C2=CC=C(C=C2C1C1=CC=CC=C1)CO)=O)CC(C)C)=O (tert-butyl(6-hydroxymethyl-2-isobutyl-1-oxo-4-phenyl-1,2-dihydro-3-isoquinolinyl)methylcarbamate). Isolated yield 77.4%. Reaction SMILES: [C:1]([O:5][C:6]([NH:8][CH2:9][C:10]1[N:11]([CH2:30][CH:31]([CH3:33])[CH3:32])[C:12](=[O:29])[C:13]2[C:18]([C:19]=1[C:20]1[CH:25]=[CH:24][CH:23]=[CH:22][CH:21]=1)=[CH:17][C:16]([C:26](O)=[O:27])=[CH:15][CH:14]=2)=[O:7])([CH3:4])([CH3:3])[CH3:2].CN1CCOCC1.ClC(OCC)=O.[BH4-].[Na+]>O1CCCC1.O.CO>[C:1]([O:5][C:6](=[O:7])[NH:8][CH2:9][C:10]1[N:11]([CH2:30][CH:31]([CH3:32])[CH3:33])[C:12](=[O:29])[C:13]2[C:18]([C:19]=1[C:20]1[CH:21]=[CH:22][CH:23]=[CH:24][CH:25]=1)=[CH:17][C:16]([CH2:26][OH:27])=[CH:15][CH:14]=2)([CH3:4])([CH3:3])[CH3:2] |f:3.4|. Procedure details: To a solution of 3-[[(tert-butoxycarbonyl)amino]methyl]-2-isobutyl-1-oxo-4-phenyl-1,2-dihydro-6-isoquinolinecarboxylic acid (6.31 g, 14 mmol) and N-methylmorpholine (1.8 mL, 16.8 mmol) in tetrahydrofuran (50 mL) was added ethyl chloroformate (1.6 mL, 16.8 mmol) at 0° C. and the mixture was stirred at 0° C. for 10 min. To the obtained mixture were added sodium tetrahydroborate (1.59 g, 42 mmol) and methanol (5 mL) and the mixture was stirred at 0° C. for 1 h. The reaction mixture was poured into ... Yield: 84.5%. The product is CC1([C@@H]([C@H]1C=C(Cl)Cl)C(=O)OC1CC(=C(C1)C)CC=C)C ((RS)-3-(2-propenyl)-4-methyl-3-cyclopenten-1-yl (1R)-trans-2,2-dimethyl-3-(2,2-dichlorovinyl)cyclopropanecarboxylate). Reported procedure: To a mixture of (RS)-3-(2-propenyl)-4-methyl-3-cyclopenten-1-ol (190 mg), 2,6-di-tert-butyl-4-methylphenol (5 mg), pyridine (140 mg) and toluene (10 ml), (1R)-trans-2,2-dimethyl-3-(2,2-dichlorovinyl)cyclopropanecarbonyl chloride (310 mg) was added under ice-cooling. The resulting reaction mixture was further allowed to react for 8 hours at room temperature. Then the reaction mixture was subjected to the same post-treatment as in Example 1 to afford 379 mg of (RS)-3-(2-propenyl)-4-methyl-3-cyclop... The reactants are C(C=C)C=1CC(CC1C)O ((RS)-3-(2-propenyl)-4-methyl-3-cyclopenten-1-ol), N1=CC=CC=C1 (pyridine), CC1([C@@H]([C@H]1C=C(Cl)Cl)C(=O)Cl)C ((1R)-trans-2,2-dimethyl-3-(2,2-dichlorovinyl)cyclopropanecarbonyl chloride). The reagents and catalysts are C(C)(C)(C)C1=C(C(=CC(=C1)C)C(C)(C)C)O (2,6-di-tert-butyl-4-methylphenol). RXN SMILES: [CH2:1]([C:4]1[CH2:5][CH:6]([OH:10])[CH2:7][C:8]=1[CH3:9])[CH:2]=[CH2:3].N1C=CC=CC=1.[CH3:17][C:18]1([CH3:28])[C@H:20]([CH:21]=[C:22]([Cl:24])[Cl:23])[C@H:19]1[C:25](Cl)=[O:26]>C(C1C=C(C)C=C(C(C)(C)C)C=1O)(C)(C)C.C1(C)C=CC=CC=1>[CH3:17][C:18]1([CH3:28])[C@H:20]([CH:21]=[C:22]([Cl:23])[Cl:24])[C@H:19]1[C:25]([O:10][CH:6]1[CH2:7][C:8]([CH3:9])=[C:4]([CH2:1][CH:2]=[CH2:3])[CH2:5]1)=[O:26]. Run in C1(=CC=CC=C1)C (toluene). Starting materials: OB(O)c1ccc(Br)cc1, Cc1noc(C)c1I, COCCOC, [Na+], O=C([O-])O, O. Product: Cc1noc(C)c1-c1ccc(Br)cc1. As a reaction SMILES: [Br:1][c:2]1[cH:3][cH:4][c:5]([B:8]([OH:9])[OH:10])[cH:6][cH:7]1.[CH3:11][c:12]1[n:13][o:14][c:15]([CH3:18])[c:16]1[I:17].[CH3:24][O:25][CH2:26][CH2:27][O:28][CH3:29].[Na+:23].[O-:19][C:20]([OH:21])=[O:22].[OH2:30]>>[Br:1][c:2]1[cH:3][cH:4][c:5](-[c:16]2[c:12]([CH3:11])[n:13][o:14][c:15]2[CH3:18])[cH:6][cH:7]1.